Dataset: the Open Reaction Database (ORD), a public repository of structured organic reaction records. Task: describe an organic reaction: reactants, conditions, products, and yield Starting materials: SCC(=O)O (mercaptoacetic acid), C(C)(C)(C)C=1C=C(C=O)C=C(C1O)C(C)(C)C (3,5-di-t-butyl-4-hydroxybenzaldehyde), [N+](=O)([O-])C1=CC=C(N)C=C1 (para-nitroaniline), C(C)(=O)O (acetic acid). Run in C1(=CC=CC=C1)C (toluene). Conditions: time 24 hour. Yields the product C(C)(C)(C)C=1C=C(C=C(C1O)C(C)(C)C)C1SCC(N1C1=CC=C(C=C1)[N+](=O)[O-])=O (2-(3,5-di-t-butyl-4-hydroxyphenyl)-3-(4-nitrophenyl)-4-thiazolidinone). Yield: 14.8%. RXN SMILES: [C:1]([C:5]1[CH:6]=[C:7]([CH:10]=[C:11]([C:14]([CH3:17])([CH3:16])[CH3:15])[C:12]=1[OH:13])[CH:8]=O)([CH3:4])([CH3:3])[CH3:2].[N+:18]([C:21]1[CH:27]=[CH:26][C:24]([NH2:25])=[CH:23][CH:22]=1)([O-:20])=[O:19].C(O)(=O)C.[SH:32][CH2:33][C:34](O)=[O:35]>C1(C)C=CC=CC=1>[C:1]([C:5]1[CH:6]=[C:7]([CH:8]2[N:25]([C:24]3[CH:26]=[CH:27][C:21]([N+:18]([O-:20])=[O:19])=[CH:22][CH:23]=3)[C:34](=[O:35])[CH2:33][S:32]2)[CH:10]=[C:11]([C:14]([CH3:17])([CH3:16])[CH3:15])[C:12]=1[OH:13])([CH3:4])([CH3:3])[CH3:2]. Reported procedure: 5 g of 3,5-di-t-butyl-4-hydroxybenzaldehyde (21 mmol) and 2.95 g of para-nitroaniline (21 mmol) are dissolved in 50 ml of anhydrous toluene. 0.5 ml of glacial acetic acid is added and the whole is taken to reflux for 24 hours. Then 1.96 g of mercaptoacetic acid (21 mmol) is added to the medium and reflux is continued for another 24 hours. After the reaction mixture has returned to ambient temperature, it is washed with water (3 times 30 ml). After decantation. the organic phase is dried over sod... Reactants: CCCCc1nc2c(C)ccc(OCCCCn3cnc4ccccc43)c2n1Cc1ccc(-c2ccccc2C(=O)OC(C)(C)C)cc1, ClCCl, O=C(O)C(F)(F)F. Yields the product CCCCc1nc2c(C)ccc(OCCCCn3cnc4ccccc43)c2n1Cc1ccc(-c2ccccc2C(=O)O)cc1. RXN SMILES: [CH2:1]([CH2:2][CH2:3][CH3:4])[c:5]1[n:6][c:7]2[c:8]([n:9]1[CH2:10][c:11]1[cH:12][cH:13][c:14](-[c:17]3[c:18]([C:23](=[O:24])[O:25][C:26]([CH3:27])([CH3:28])[CH3:29])[cH:19][cH:20][cH:21][cH:22]3)[cH:15][cH:16]1)[c:30]([O:35][CH2:36][CH2:37][CH2:38][CH2:39][n:40]1[cH:41][n:42][c:43]3[c:44]1[cH:45][cH:46][cH:47][cH:48]3)[cH:31][cH:32][c:33]2[CH3:34].[CH2:56]([Cl:57])[Cl:58].[OH:49][C:50]([C:51]([F:52])([F:53])[F:54])=[O:55]>>[CH2:1]([CH2:2][CH2:3][CH3:4])[c:5]1[n:6][c:7]2[c:8]([n:9]1[CH2:10][c:11]1[cH:12][cH:13][c:14](-[c:17]3[c:18]([C:23](=[O:24])[OH:25])[cH:19][cH:20][cH:21][cH:22]3)[cH:15][cH:16]1)[c:30]([O:35][CH2:36][CH2:37][CH2:38][CH2:39][n:40]1[cH:41][n:42][c:43]3[c:44]1[cH:45][cH:46][cH:47][cH:48]3)[cH:31][cH:32][c:33]2[CH3:34]. The reactants are [N+](=O)(OC1CCCCC=2C1=NC(=C(C2)C(=O)OCC)C)[O-] ((3-Ethoxycarbonyl-2-methyl-6,7,8,9-tetrahydro-5H-cyclohepta[b]pyridin-9-yl) nitrate), [OH-].[Na+] (sodium hydroxide). The solvent is CO (methanol). Conditions: time 1.5 hour. Yields the product [N+](=O)(OC1CCCCC=2C1=NC(=C(C2)C(=O)O)C)[O-] ((3-Carboxy-2-methyl-6,7,8,9-tetrahydro-5H-cyclohepta[b]pyridin-9-yl) nitrate). The yield is 78.5%. As a reaction SMILES: [N+:1]([O-:21])([O:3][CH:4]1[C:10]2=[N:11][C:12]([CH3:20])=[C:13]([C:15]([O:17]CC)=[O:16])[CH:14]=[C:9]2[CH2:8][CH2:7][CH2:6][CH2:5]1)=[O:2].[OH-].[Na+]>CO>[N+:1]([O-:21])([O:3][CH:4]1[C:10]2=[N:11][C:12]([CH3:20])=[C:13]([C:15]([OH:17])=[O:16])[CH:14]=[C:9]2[CH2:8][CH2:7][CH2:6][CH2:5]1)=[O:2] |f:1.2|. Procedure: (3-Ethoxycarbonyl-2-methyl-6,7,8,9-tetrahydro-5H-cyclohepta[b]pyridin-9-yl) nitrate (1.51 g, 5.12 mmol) was dissolved in methanol (24.0 ml) to which was subsequently added dropwise 10% sodium hydroxide aqueous solution (6.0 ml) at 0° C. After 1.5 hours of stirring at room temperature, the solvent was evaporated and the thus obtained residue was washed with ethyl acetate, adjusted to pH 6 with 2 N hydrochloric acid and then extracted with chloroform:methanol (5:1). The thus obtained organic layer... Reactants: CN(C=O)C (N,N-dimethylformamide), NC=1C=C(C(=CC1F)F)N1C=C(C(C2=CC(=C(C(=C12)Cl)N1CC(C1)N)F)=O)C(=O)O (1-(3-amino-4,6-difluorophenyl)-7-(3-aminoazetidin-1-yl)-8-chloro-6-fluoro-1,4-dihydro-4-oxoquinoline-3-carboxylic acid), O.C1(=CC=C(C=C1)S(=O)(=O)O)C (p-toluenesulfonic acid monohydrate). Solvent: C(C)OCC (Diethyl ether). Yields the product C1(=CC=C(C=C1)S(=O)(=O)O)C.NC=1C=C(C(=CC1F)F)N1C=C(C(C2=CC(=C(C(=C12)Cl)N1CC(C1)N)F)=O)C(=O)O (1-(3-amino-4,6-difluorophenyl)-7-(3-aminoazetidin-1-yl)-8-chloro-6-fluoro-1,4-dihydro-4-oxoquinoline-3-carboxylic acid p-toluenesulfonic acid salt). Yield: 55.5%. As a reaction SMILES: CN(C)C=O.[NH2:6][C:7]1[CH:8]=[C:9]([N:15]2[C:24]3[C:19](=[CH:20][C:21]([F:31])=[C:22]([N:26]4[CH2:29][CH:28]([NH2:30])[CH2:27]4)[C:23]=3[Cl:25])[C:18](=[O:32])[C:17]([C:33]([OH:35])=[O:34])=[CH:16]2)[C:10]([F:14])=[CH:11][C:12]=1[F:13].O.[C:37]1([CH3:47])[CH:42]=[CH:41][C:40]([S:43]([OH:46])(=[O:45])=[O:44])=[CH:39][CH:38]=1>C(OCC)C>[C:37]1([CH3:47])[CH:38]=[CH:39][C:40]([S:43]([OH:46])(=[O:44])=[O:45])=[CH:41][CH:42]=1.[NH2:6][C:7]1[CH:8]=[C:9]([N:15]2[C:24]3[C:19](=[CH:20][C:21]([F:31])=[C:22]([N:26]4[CH2:27][CH:28]([NH2:30])[CH2:29]4)[C:23]=3[Cl:25])[C:18](=[O:32])[C:17]([C:33]([OH:35])=[O:34])=[CH:16]2)[C:10]([F:14])=[CH:11][C:12]=1[F:13] |f:2.3,5.6|. Reported procedure: To 0.5 ml of N,N-dimethylformamide was added 440 mg of 1-(3-amino-4,6-difluorophenyl)-7-(3-aminoazetidin-1-yl)-8-chloro-6-fluoro-1,4-dihydro-4-oxoquinoline-3-carboxylic acid and then 191 mg of p-toluenesulfonic acid monohydrate. The solution was stirred at room temperature. Diethyl ether was added to the reaction solution and the supernatant was removed. Ethanol was added to the residue whereupon the solid was collected by filtration and washed with diethyl ether to give 340 mg of the title comp... Starting materials: O=[N+]([O-])[O-].[O-][N+]([O-])=O.[O-][N+]([O-])=O.[O-][N+]([O-])=O.[O-][N+]([O-])=O.[O-][N+]([O-])=O.[Ce+4].[NH4+].[NH4+] (CAN), C(C)(=O)OCCC1CCC2=C(CC1)C(=C(C(=C2OC)OC)OC)OC (2-(1,2,3,4-tetramethoxy-6,7,8,9-tetrahydro-5H-benzo[a]cyclohepten-7-yl)ethyl acetate), N1=C(C=CC=C1C(=O)O)C(=O)O (2,6-pyridinedicarboxylic acid), C1CCOC1 (THF). Solvent: O (water), O (water), O (water). Reaction conditions: time 15 minute. Product: COC1=C(C(C2=C(CCC(CC2)CC(=O)OCC)C1=O)=O)OC (Ethyl 2-(2,3-dimethoxy-1,4-dioxo-4,5,6,7,8,9-hexahydro-1H-benzo[a]cyclohepten-7-yl)acetate). Reaction SMILES: C(OCC[CH:7]1[CH2:13][CH2:12][C:11]2[C:14]([O:24]C)=[C:15]([O:22][CH3:23])[C:16]([O:20][CH3:21])=[C:17]([O:18]C)[C:10]=2[CH2:9][CH2:8]1)(=O)C.N1C(C(O)=O)=CC=C[C:27]=1[C:35]([OH:37])=[O:36].[CH2:38]1COC[CH2:39]1.O=[N+]([O-])[O-].[O-][N+](=O)[O-].[O-][N+](=O)[O-].[O-][N+](=O)[O-].[O-][N+](=O)[O-].[O-][N+](=O)[O-].[Ce+4].[NH4+].[NH4+]>O>[CH3:21][O:20][C:16]1[C:17](=[O:18])[C:10]2[CH2:9][CH2:8][CH:7]([CH2:27][C:35]([O:37][CH2:38][CH3:39])=[O:36])[CH2:13][CH2:12][C:11]=2[C:14](=[O:24])[C:15]=1[O:22][CH3:23] |f:3.4.5.6.7.8.9.10.11|. Reported procedure: To a mixture of 2-(1,2,3,4-tetramethoxy-6,7,8,9-tetrahydro-5H-benzo[a]cyclohepten-7-yl)ethyl acetate (800 mg), 2,6-pyridinedicarboxylic acid (1.14 g), THF (16 ml), and water (8 ml) was dropwise added a solution of CAN (4.98 g) in water (8 ml) with cooling with ice. After the reaction mixture was stirred for 15 min, water was added to the reaction mixture, which was extracted with ethyl acetate. The organic layer was washed with water and saturated aqueous sodium chloride and dried. The solvent w... The reagents and catalysts are Cl[Ti](Cl)(Cl)Cl (TiCl4), [Zn] (zinc). Reported procedure: TMSCl (0.1 mL) was added to a suspension of zinc (1.2 g, 18.3 mmol) and lead (II) iodide in tetrahydrofuran at room temperature. After stirring at room temperature for 10 min, diiodomethane (0.653 mL) was added dropwise maintaining the reaction at a gentle reflux. After stirring 1 h, the reaction mixture was cooled to 0° C., TiCl4 (1 M in DCM) (2.02 mL) was added dropwise. After stirring at room temperature for 1 h, a solution of intermediate 7 (238 mg, 0.54 mmol) in tetrahydrofuran was added an... Product: BrC1=CC=C(CC(=C)C=2N(C=C(N2)CC(C)(C)C)S(=O)(=O)N(C)C)C=C1 (2-[1-(4-bromobenzyl)vinyl]-4-(2,2-dimethylpropyl)-N,N-dimethyl-1H-imidazole-1-sulfonamide). RXN SMILES: C[Si](Cl)(C)C.[Pb](I)I.I[CH2:10]I.[Br:12][C:13]1[CH:18]=[CH:17][C:16]([CH2:19][C:20]([C:22]2[N:23]([S:32]([N:35]([CH3:37])[CH3:36])(=[O:34])=[O:33])[CH:24]=[C:25]([CH2:27][C:28]([CH3:31])([CH3:30])[CH3:29])[N:26]=2)=O)=[CH:15][CH:14]=1>O1CCCC1.[Zn].Cl[Ti](Cl)(Cl)Cl>[Br:12][C:13]1[CH:18]=[CH:17][C:16]([CH2:19][C:20]([C:22]2[N:23]([S:32]([N:35]([CH3:37])[CH3:36])(=[O:34])=[O:33])[CH:24]=[C:25]([CH2:27][C:28]([CH3:31])([CH3:30])[CH3:29])[N:26]=2)=[CH2:10])=[CH:15][CH:14]=1. The reactants are BrC1=CC=C(C=C1)CC(=O)C=1N(C=C(N1)CC(C)(C)C)S(=O)(=O)N(C)C (2-[(4-bromophenyl)acetyl]-4-(2,2-dimethylpropyl)-N,N-dimethyl-1H-imidazole-1-sulfonamide), C[Si](C)(C)Cl (TMSCl), [Pb](I)I (lead (II) iodide), ICI (diiodomethane). Reaction conditions: time 10 minute. Solvent: O1CCCC1 (tetrahydrofuran), O1CCCC1 (tetrahydrofuran). The reactants are COC1=CC=C(C=C1)C1=NN(C2=C1CC=1SC(=CC21)C=2C=C(C=CC2)N)COCC[Si](C)(C)C (3-[6-(4-Methoxy-phenyl)-4-(2-trimethylsilanyl-ethoxymethyl)-4,7-dihydro-1-thia-4,5-diaza-cyclopenta[a]pentalen-2-yl]-phenylamine), Cl (HCl). The solvent is CO (MeOH). Conditions: temperature 100 celsius. The product is COC1=CC=C(C=C1)C1=NNC2=C1CC=1SC(=CC21)C=2C=C(C=CC2)N (3-[6-(4-Methoxy-phenyl)-4,7-dihydro-1-thia-4,5-diaza-cyclopenta[a]pentalen-2-yl]-phenylamine). The yield is 95.7%. Reaction SMILES: [CH3:1][O:2][C:3]1[CH:8]=[CH:7][C:6]([C:9]2[C:13]3[CH2:14][C:15]4[S:16][C:17]([C:20]5[CH:21]=[C:22]([NH2:26])[CH:23]=[CH:24][CH:25]=5)=[CH:18][C:19]=4[C:12]=3[N:11](COCC[Si](C)(C)C)[N:10]=2)=[CH:5][CH:4]=1.Cl>CO>[CH3:1][O:2][C:3]1[CH:4]=[CH:5][C:6]([C:9]2[C:13]3[CH2:14][C:15]4[S:16][C:17]([C:20]5[CH:21]=[C:22]([NH2:26])[CH:23]=[CH:24][CH:25]=5)=[CH:18][C:19]=4[C:12]=3[NH:11][N:10]=2)=[CH:7][CH:8]=1. Procedure: 3-[6-(4-Methoxy-phenyl)-4-(2-trimethylsilanyl-ethoxymethyl)-4,7-dihydro-1-thia-4,5-diaza-cyclopenta[a]pentalen-2-yl]-phenylamine (0.36 g, 0.7 mmol) was dissolved in MeOH and treated with concentrated HCl (0.26 mL, 7.0 mmol). The reaction mixture was heated at 100° C. for 4 hr. The solution was cooled to room temperature and the resultant precipitate was filtered, washed with MeOH and concentrated under reduced pressure to provide the corresponding 3-[6-(4-Methoxy-phenyl)-4,7-dihydro-1-thia-4,5-d... The reactants are CI, [H-], [Na+], CN(C)C=O, O, CC(C)(C)OC(=O)N1CC(CO)C1. Yields the product COCC1CN(C(=O)OC(C)(C)C)C1. Reaction SMILES: [CH3:16][I:17].[H-:15].[Na+:14].[O:19]=[CH:20][N:21]([CH3:22])[CH3:23].[OH2:18].[OH:1][CH2:2][CH:3]1[CH2:4][N:5]([C:7](=[O:8])[O:9][C:10]([CH3:11])([CH3:12])[CH3:13])[CH2:6]1>>[O:1]([CH2:2][CH:3]1[CH2:4][N:5]([C:7](=[O:8])[O:9][C:10]([CH3:11])([CH3:12])[CH3:13])[CH2:6]1)[CH3:16]. Starting materials: CC=1NC2=CC(=CC=C2C1)C(=O)OC (methyl 2-methylindole-6-carboxylate), C(C(C)C)(=O)Cl (isobutyryl chloride), ( 5 ). Yields the product C(C(C)C)(=O)C1=C(NC2=CC(=CC=C12)C(=O)OC)C (Methyl 3-isobutyryl-2-methylindole-6-carboxylate). RXN SMILES: [CH3:1][C:2]1[NH:3][C:4]2[C:9]([CH:10]=1)=[CH:8][CH:7]=[C:6]([C:11]([O:13][CH3:14])=[O:12])[CH:5]=2.[C:15](Cl)(=[O:19])[CH:16]([CH3:18])[CH3:17]>>[C:15]([C:10]1[C:9]2[C:4](=[CH:5][C:6]([C:11]([O:13][CH3:14])=[O:12])=[CH:7][CH:8]=2)[NH:3][C:2]=1[CH3:1])(=[O:19])[CH:16]([CH3:18])[CH3:17]. Procedure details: Methyl 3-isobutyryl-2-methylindole-6-carboxylate (142 mg) was prepared from methyl 2-methylindole-6-carboxylate (305 mg) and isobutyryl chloride (0.47 ml) in a similar manner to that of Preparation 1 (5).